Dataset: the Open Reaction Database (ORD), a public repository of structured organic reaction records. Task: describe an organic reaction: reactants, conditions, products, and yield The reactants are CCCC(N)C(=O)Nc1cn(C(CC)CC)cn1, CC(C)(C)C(O)C(=O)O. Product: CCCC(NC(=O)C(O)C(C)(C)C)C(=O)Nc1cn(C(CC)CC)cn1. As a reaction SMILES: [CH2:1]([CH3:2])[CH:3]([CH2:4][CH3:5])[n:6]1[cH:7][n:8][c:9]([NH:11][C:12]([CH:13]([CH2:14][CH2:15][CH3:16])[NH2:17])=[O:18])[cH:10]1.[OH:19][CH:20]([C:21](=[O:22])[OH:23])[C:24]([CH3:25])([CH3:26])[CH3:27]>>[CH2:1]([CH3:2])[CH:3]([CH2:4][CH3:5])[n:6]1[cH:7][n:8][c:9]([NH:11][C:12]([CH:13]([CH2:14][CH2:15][CH3:16])[NH:17][C:21]([CH:20]([OH:19])[C:24]([CH3:25])([CH3:26])[CH3:27])=[O:22])=[O:18])[cH:10]1. Reactants: C(=O)C=1C(=NC=C(C1)C(F)(F)F)O (3-Formyl-2-hydroxy-5-trifluoromethylpyridine), C(=O)[O-].[Na+] (sodium formate), Cl.NO (hydroxylamine hydrochloride), C(=O)O (formic acid). The solvent is O (water). Conditions: time 2 hour. Product: C(#N)C=1C(=NC=C(C1)C(F)(F)F)O (3-Cyano-2-hydroxy-5-trifluoromethylpyridine). Reaction SMILES: [CH:1]([C:3]1[C:4]([OH:13])=[N:5][CH:6]=[C:7]([C:9]([F:12])([F:11])[F:10])[CH:8]=1)=O.C([O-])=O.[Na+].Cl.[NH2:19]O.C(O)=O>O>[C:1]([C:3]1[C:4]([OH:13])=[N:5][CH:6]=[C:7]([C:9]([F:12])([F:11])[F:10])[CH:8]=1)#[N:19] |f:1.2,3.4|. Procedure: A mixture of the compound from Step B above (18 g, 95 mmol), sodium formate (7.1 g, 110 mmol), hydroxylamine hydrochloride (7.3 g, 110 mmol), and formic acid (150 mL) was stirred at room temperature for 2 h and then heated to reflux overnight. The reaction mixture was cooled, allowed to stand at room temperature for 7 d, poured into water and extracted with three portions of ethyl acetate. The combined organic layers were washed sequentially with two portions of water, saturated aqueous sodium b...